This data is from the Open Reaction Database (ORD), a public repository of structured organic reaction records. The task is: describe an organic reaction: reactants, conditions, products, and yield The reactants are ClC1=CC(=C(OC2=C(C=C(C=C2)S(=O)(=O)N(C(OC(C)(C)C)=O)C=2N=CSC2)C#N)C=C1)C1=CC=NN1C1CN(C1)C(C1=CC=CC=C1)C1=CC=CC=C1 (tert-butyl {[4-(4-chloro-2-{1-[1-(diphenylmethyl)azetidin-3-yl]-1H-pyrazol-5-yl}phenoxy)-3-cyanophenyl]sulfonyl}1,3-thiazol-4-ylcarbamate), CN(C1=CC=CC2=CC=CC(=C12)N(C)C)C (N,N,N′,N′-tetramethylnaphthalene-1,8-diamine), ClC(=O)OC(C)Cl (1-chloroethyl chloroformate). The solvent is ClCCl (dichloromethane). Run at time 3.5 hour. The product is N1CC(C1)N1N=CC=C1C1=C(OC2=C(C=C(C=C2)S(=O)(=O)N(C(OC(C)(C)C)=O)C=2N=CSC2)C#N)C=CC(=C1)Cl (tert-butyl ({4-[2-(1-azetidin-3-yl-1H-pyrazol-5-yl)-4-chlorophenoxy]-3-cyanophenyl}sulfonyl)1,3-thiazol-4-ylcarbamate). Reaction SMILES: [Cl:1][C:2]1[CH:32]=[CH:31][C:5]([O:6][C:7]2[CH:12]=[CH:11][C:10]([S:13]([N:16]([C:24]3[N:25]=[CH:26][S:27][CH:28]=3)[C:17](=[O:23])[O:18][C:19]([CH3:22])([CH3:21])[CH3:20])(=[O:15])=[O:14])=[CH:9][C:8]=2[C:29]#[N:30])=[C:4]([C:33]2[N:37]([CH:38]3[CH2:41][N:40](C(C4C=CC=CC=4)C4C=CC=CC=4)[CH2:39]3)[N:36]=[CH:35][CH:34]=2)[CH:3]=1.CN(C)C1C2C(=CC=CC=2N(C)C)C=CC=1.ClC(OC(Cl)C)=O>ClCCl>[NH:40]1[CH2:39][CH:38]([N:37]2[C:33]([C:4]3[CH:3]=[C:2]([Cl:1])[CH:32]=[CH:31][C:5]=3[O:6][C:7]3[CH:12]=[CH:11][C:10]([S:13]([N:16]([C:24]4[N:25]=[CH:26][S:27][CH:28]=4)[C:17](=[O:23])[O:18][C:19]([CH3:22])([CH3:20])[CH3:21])(=[O:15])=[O:14])=[CH:9][C:8]=3[C:29]#[N:30])=[CH:34][CH:35]=[N:36]2)[CH2:41]1. Procedure details: tert-butyl {[4-(4-chloro-2-{1-[1-(diphenylmethyl)azetidin-3-yl]-1H-pyrazol-5-yl}phenoxy)-3-cyanophenyl]sulfonyl}1,3-thiazol-4-ylcarbamate, (Preparation 680, 224 mg, 0.287 mmol) was dissolved in dichloromethane (10 ml) and N,N,N′,N′-tetramethylnaphthalene-1,8-diamine (150 mg, 0.70 mmol) was added, followed by 1-chloroethyl chloroformate (0.07 ml, 0.65 mmol) and the solution was stirred at room temperature for 3.5 hours. Concentrated in vacuo and the residue was dissolved in methanol (10 ml) and r... Reactants: CCOC(C)=O, O=C(Cl)OCc1ccccc1, [H-], [Na+], C1CCOC1, O, CN(CCN1CCC(OC(=O)Nc2ccccc2-c2ccccc2)CC1)C(=O)CCCCCNc1ccc(N(C)C(=O)OC(C)(C)C)cc1. Reaction SMILES: [CH3:69][CH2:70][O:71][C:72](=[O:73])[CH3:74].[Cl:52][C:53](=[O:54])[O:55][CH2:56][c:57]1[cH:58][cH:59][cH:60][cH:61][cH:62]1.[H-:50].[Na+:51].[O:64]1[CH2:65][CH2:66][CH2:67][CH2:68]1.[OH2:63].[c:1]1(-[c:44]2[cH:45][cH:46][cH:47][cH:48][cH:49]2)[c:2]([NH:7][C:8]([O:9][CH:10]2[CH2:11][CH2:12][N:13]([CH2:16][CH2:17][N:18]([CH3:19])[C:20]([CH2:21][CH2:22][CH2:23][CH2:24][CH2:25][NH:26][c:27]3[cH:28][cH:29][c:30]([N:33]([CH3:34])[C:35](=[O:36])[O:37][C:38]([CH3:39])([CH3:40])[CH3:41])[cH:31][cH:32]3)=[O:42])[CH2:14][CH2:15]2)=[O:43])[cH:3][cH:4][cH:5][cH:6]1>>[c:1]1(-[c:44]2[cH:45][cH:46][cH:47][cH:48][cH:49]2)[c:2]([NH:7][C:8]([O:9][CH:10]2[CH2:11][CH2:12][N:13]([CH2:16][CH2:17][N:18]([CH3:19])[C:20]([CH2:21][CH2:22][CH2:23][CH2:24][CH2:25][N:26]([c:27]3[cH:28][cH:29][c:30]([N:33]([CH3:34])[C:35](=[O:36])[O:37][C:38]([CH3:39])([CH3:40])[CH3:41])[cH:31][cH:32]3)[C:53](=[O:54])[O:55][CH2:56][c:57]3[cH:58][cH:59][cH:60][cH:61][cH:62]3)=[O:42])[CH2:14][CH2:15]2)=[O:43])[cH:3][cH:4][cH:5][cH:6]1. Product: CN(CCN1CCC(OC(=O)Nc2ccccc2-c2ccccc2)CC1)C(=O)CCCCCN(C(=O)OCc1ccccc1)c1ccc(N(C)C(=O)OC(C)(C)C)cc1. Reactants: NCCN1CCC(CC1)CC1=CC=CC=C1 (N-(2-aminoethyl)-4-benzylpiperidine), C1CCC2=NCCCN2CC1 (1,8-diazabicyclo[5,4,0]-7-undecene), CN(C=O)C (N,N-dimethylformamide), FC=1C=C2C(=CC1)O[C@@H](C[C@]21NC(NC1=O)=O)C(=O)Cl ((2S, 4S)-6-fluoro-2',5'-dioxospiro[chroman-4,4'-imidazolidine]-2-carbonyl chloride), CN(C=O)C (N,N-dimethylformamide). Conditions: temperature -30 celsius, time 15 hour. Product: C(C1=CC=CC=C1)C1CCN(CC1)CCNC(=O)[C@H]1OC2=CC=C(C=C2[C@@]2(NC(NC2=O)=O)C1)F ((2S,4S)-N-[2-(4-Benzylpiperidin-1-yl)ethyl]-6-fluoro-2'5'-dioxospiro[chroman-4,4'-imidazolidine]-2-carboxamide). Isolated yield 49.9%. RXN SMILES: [NH2:1][CH2:2][CH2:3][N:4]1[CH2:9][CH2:8][CH:7]([CH2:10][C:11]2[CH:16]=[CH:15][CH:14]=[CH:13][CH:12]=2)[CH2:6][CH2:5]1.C1CCN2C(=NCCC2)CC1.CN(C)C=O.[F:33][C:34]1[CH:35]=[C:36]2[C@:43]3([C:47](=[O:48])[NH:46][C:45](=[O:49])[NH:44]3)[CH2:42][C@@H:41]([C:50](Cl)=[O:51])[O:40][C:37]2=[CH:38][CH:39]=1>>[CH2:10]([CH:7]1[CH2:6][CH2:5][N:4]([CH2:3][CH2:2][NH:1][C:50]([C@@H:41]2[CH2:42][C@@:43]3([C:47](=[O:48])[NH:46][C:45](=[O:49])[NH:44]3)[C:36]3[C:37](=[CH:38][CH:39]=[C:34]([F:33])[CH:35]=3)[O:40]2)=[O:51])[CH2:9][CH2:8]1)[C:11]1[CH:12]=[CH:13][CH:14]=[CH:15][CH:16]=1. Reported procedure: A mixture of N-(2-aminoethyl)-4-benzylpiperidine (13.0 g, 59.6 mmol), 1,8-diazabicyclo[5,4,0]-7-undecene (10.9 g, 71.7 mmol) and N,N-dimethylformamide (90.0 ml, 1.16 mol) was chilled to -30° C. To the mixture was added over 30 minutes a solution of (2S, 4S)-6-fluoro-2',5'-dioxospiro[chroman-4,4'-imidazolidine]-2-carbonyl chloride (Reference Example, 18.0 g, 60.3 mmol) in N,N-dimethylformamide (90.0 ml, 1.16 mol) and the mixture was stirred for 15 hours at temperature of 15°-25° C. After distilli... The reactants are C1(CCCCC1)C[C@@H](C(CC)N(C(=O)OCC[Si](C)(C)C)C)NC(OC(C)(C)C)=O ((2S)-tert-butyl 1-cyclohexyl-3-(N-methyl-N-(2-(trimethylsilyl)ethoxycarbonyl)amino)pentan-2-ylcarbamate). The solvent is CCOCC (Et2O), CCO (EtOH). Product: N[C@@H](CC1CCCCC1)C(CC)N(C(OCC[Si](C)(C)C)=O)C ((S)-2-(trimethylsilyl)ethyl 2-amino-1-cyclohexylpentan-3-yl(methyl)carbamate). RXN SMILES: [CH:1]1([CH2:7][C@H:8]([NH:23]C(=O)OC(C)(C)C)[CH:9]([N:12]([CH3:22])[C:13]([O:15][CH2:16][CH2:17][Si:18]([CH3:21])([CH3:20])[CH3:19])=[O:14])[CH2:10][CH3:11])[CH2:6][CH2:5][CH2:4][CH2:3][CH2:2]1>CCOCC.CCO>[NH2:23][C@H:8]([CH:9]([N:12]([CH3:22])[C:13](=[O:14])[O:15][CH2:16][CH2:17][Si:18]([CH3:20])([CH3:19])[CH3:21])[CH2:10][CH3:11])[CH2:7][CH:1]1[CH2:6][CH2:5][CH2:4][CH2:3][CH2:2]1. Reported procedure: The (2S)-tert-butyl 1-cyclohexyl-3-(N-methyl-N-(2-(trimethylsilyl)ethoxycarbonyl)amino)pentan-2-ylcarbamate (137 mg, 0.14 mmol) was dissolved in Et2O (5 mL), anhydrous TSA (24 mg, 0.14 mmol) dissolved in EtOH was added. The solvent was removed in vacuo using a hot bath at 60° C. for 30 min to give (S)-2-(trimethylsilyl)ethyl 2-amino-1-cyclohexylpentan-3-yl(methyl)carbamate. MS ESI +ve m/z 343 (M+H). The reactants are CC(=O)N1CCC(C(=O)O)CC1, Cc1ccc(C2CNCCC2N(C)C(=O)c2cc(C(F)(F)F)cc(C(F)(F)F)c2)cc1, Cl. The product is CC(=O)N1CCC(C(=O)N2CCC(N(C)C(=O)c3cc(C(F)(F)F)cc(C(F)(F)F)c3)C(c3ccc(C)cc3)C2)CC1. Reaction SMILES: [C:33]([CH3:34])(=[O:35])[N:36]1[CH2:37][CH2:38][CH:39]([C:42](=[O:43])[OH:44])[CH2:40][CH2:41]1.[CH3:2][N:3]([C:4]([c:5]1[cH:6][c:7]([C:15]([F:16])([F:17])[F:18])[cH:8][c:9]([C:11]([F:12])([F:13])[F:14])[cH:10]1)=[O:19])[CH:20]1[CH:21]([c:26]2[cH:27][cH:28][c:29]([CH3:32])[cH:30][cH:31]2)[CH2:22][NH:23][CH2:24][CH2:25]1.[ClH:1]>>[CH3:2][N:3]([C:4]([c:5]1[cH:6][c:7]([C:15]([F:16])([F:17])[F:18])[cH:8][c:9]([C:11]([F:12])([F:13])[F:14])[cH:10]1)=[O:19])[CH:20]1[CH:21]([c:26]2[cH:27][cH:28][c:29]([CH3:32])[cH:30][cH:31]2)[CH2:22][N:23]([C:42]([CH:39]2[CH2:38][CH2:37][N:36]([C:33]([CH3:34])=[O:35])[CH2:41][CH2:40]2)=[O:43])[CH2:24][CH2:25]1. Reactants: CC=CC(=O)Cl, CCN(C(C)C)C(C)C, CS(C)=O, CCOC(=O)CCCCNC(c1ccccc1)c1ccccc1, c1ccccc1. The product is CC=CC(=O)N(CCCCC(=O)OCC)C(c1ccccc1)c1ccccc1. As a reaction SMILES: [C:33]([CH:34]=[CH:35][CH3:36])(=[O:37])[Cl:38].[CH2:24]([N:25]([CH:26]([CH3:27])[CH3:28])[CH:29]([CH3:30])[CH3:31])[CH3:32].[CH3:39][S:40]([CH3:41])=[O:42].[CH:1]([c:2]1[cH:3][cH:4][cH:5][cH:6][cH:7]1)([c:8]1[cH:9][cH:10][cH:11][cH:12][cH:13]1)[NH:14][CH2:15][CH2:16][CH2:17][CH2:18][C:19](=[O:20])[O:21][CH2:22][CH3:23].[cH:43]1[cH:44][cH:45][cH:46][cH:47][cH:48]1>>[CH:1]([c:2]1[cH:3][cH:4][cH:5][cH:6][cH:7]1)([c:8]1[cH:9][cH:10][cH:11][cH:12][cH:13]1)[N:14]([CH2:15][CH2:16][CH2:17][CH2:18][C:19](=[O:20])[O:21][CH2:22][CH3:23])[C:33]([CH:34]=[CH:35][CH3:36])=[O:37].